This data is from the Open Reaction Database (ORD), a public repository of structured organic reaction records. The task is: describe an organic reaction: reactants, conditions, products, and yield Starting materials: alkyl bromide, C(C)(C)N1CCNCC1 (1-isopropylpiperazine), amines, BrCC=1N(C2=NC(=NC(=C2N1)N1CCOCC1)N1C(=NC2=C1C=CC=C2)C)C (4-(8-(bromomethyl)-9-methyl-2-(2-methyl-1H-benzo[d]imidazol-1-yl)-9H-purin-6-yl)morpholine). The product is C(C)(C)N1CCN(CC1)CC=1N(C2=NC(=NC(=C2N1)N1CCOCC1)N1C(=NC2=C1C=CC=C2)C)C (4-(8-((4-isopropylpiperazin-1-yl)methyl)-9-methyl-2-(2-methyl-1H-benzo[d]imidazol-1-yl)-9H-purin-6-yl)morpholine). As a reaction SMILES: Br[CH2:2][C:3]1[N:4]([CH3:28])[C:5]2[C:10]([N:11]=1)=[C:9]([N:12]1[CH2:17][CH2:16][O:15][CH2:14][CH2:13]1)[N:8]=[C:7]([N:18]1[C:22]3[CH:23]=[CH:24][CH:25]=[CH:26][C:21]=3[N:20]=[C:19]1[CH3:27])[N:6]=2.[CH:29]([N:32]1[CH2:37][CH2:36][NH:35][CH2:34][CH2:33]1)([CH3:31])[CH3:30]>>[CH:29]([N:32]1[CH2:37][CH2:36][N:35]([CH2:2][C:3]2[N:4]([CH3:28])[C:5]3[C:10]([N:11]=2)=[C:9]([N:12]2[CH2:17][CH2:16][O:15][CH2:14][CH2:13]2)[N:8]=[C:7]([N:18]2[C:22]4[CH:23]=[CH:24][CH:25]=[CH:26][C:21]=4[N:20]=[C:19]2[CH3:27])[N:6]=3)[CH2:34][CH2:33]1)([CH3:31])[CH3:30]. Procedure: Following General Procedure E for Displacement of alkyl bromide with amines, 4-(8-(bromomethyl)-9-methyl-2-(2-methyl-1H-benzo[d]imidazol-1-yl)-9H-purin-6-yl)morpholine and 1-isopropylpiperazine were reacted to give 441. LCMS m/z: 490.3 (MH+) Run in C(C)#N.O (acetonitrile water). Product: FC(C[C@@H](O)[C@@H]1CC(NC1)=O)F ((R)-4-((R)-3,3-difluoro-1-hydroxypropyl)pyrrolidin-2-one). Reported procedure: To a stirred solution of 1.27 (44 mg, 0.10 mmol) in acetonitrile/water (1:1, 2 mL) was added Ceric ammonium nitrate (233 mg, 0.43 mmol) and the reaction was stirred for 1 hr. The reaction mixture was concentrated and purified by flash chromatography (10-20% MeOH in CH2Cl2) to afford (R)-4-((R)-3,3-difluoro-1-hydroxypropyl)pyrrolidin-2-one 1.28. Conditions: time 1 hour. The reactants are FC(C[C@@H](OCC1=CC=C(C=C1)OC)[C@@H]1CC(N(C1)[C@H](C)C1=CC=C(C=C1)OC)=O)F ((R)-4-((R)-3,3-difluoro-1-(4-methoxybenzyloxy)propyl)-1-((R)-1-(4-methoxyphenyl)ethyl)pyrrolidin-2-one), Ceric ammonium nitrate. RXN SMILES: [F:1][CH:2]([F:31])[CH2:3][C@H:4]([C@H:15]1[CH2:19][N:18]([C@@H](C2C=CC(OC)=CC=2)C)[C:17](=[O:30])[CH2:16]1)[O:5]CC1C=CC(OC)=CC=1>C(#N)C.O>[F:31][CH:2]([F:1])[CH2:3][C@H:4]([C@H:15]1[CH2:19][NH:18][C:17](=[O:30])[CH2:16]1)[OH:5] |f:1.2|. The reactants are O=C([O-])O, CCCC1(CCOc2ccnc(CSc3nc4ccccc4[nH]3)c2C)OCCO1, CCOC(C)=O, Cc1ccccc1, CO, [Na+], O=C(OO)c1cccc(Cl)c1. Product: CCCC1(CCOc2ccnc(CS(=O)c3nc4ccccc4[nH]3)c2C)OCCO1. RXN SMILES: [C:41](=[O:42])([O-:43])[OH:44].[CH3:1][c:2]1[c:3]([CH2:19][S:20][c:21]2[n:22][c:23]3[c:24]([nH:25]2)[cH:26][cH:27][cH:28][cH:29]3)[n:4][cH:5][cH:6][c:7]1[O:8][CH2:9][CH2:10][C:11]1([CH2:16][CH2:17][CH3:18])[O:12][CH2:13][CH2:14][O:15]1.[CH3:46][CH2:47][O:48][C:49](=[O:50])[CH3:51].[CH3:52][c:53]1[cH:54][cH:55][cH:56][cH:57][cH:58]1.[CH3:59][OH:60].[Na+:45].[OH:30][O:31][C:32]([c:33]1[cH:34][c:35]([Cl:36])[cH:37][cH:38][cH:39]1)=[O:40]>>[CH3:1][c:2]1[c:3]([CH2:19][S:20]([c:21]2[nH:22][c:23]3[c:24]([n:25]2)[cH:26][cH:27][cH:28][cH:29]3)=[O:30])[n:4][cH:5][cH:6][c:7]1[O:8][CH2:9][CH2:10][C:11]1([CH2:16][CH2:17][CH3:18])[O:12][CH2:13][CH2:14][O:15]1.